Dataset: the Open Reaction Database (ORD), a public repository of structured organic reaction records. Task: describe an organic reaction: reactants, conditions, products, and yield The reactants are NC[C@@H]1C[C@H](O)[C@H](O1)CO[Si](C1=CC=CC=C1)(C1=CC=CC=C1)C(C)(C)C (1-Amino-2,5-anhydro-1,3-dideoxy-6-O-[(1,1-dimethylethyl)diphenylsilyl]-D-arabino-hexitol), C([O-])([O-])=O.[K+].[K+] (potassium carbonate), ClC(=O)OCC1=CC=C(C=C1)[N+](=O)[O-] (p-nitrobenzyl chloroformate). Run in O (water), O1CCCC1 (tetrahydrofuran). Conditions: temperature 0 celsius, time 4 hour. Yields the product CC(C)(C)[Si](OC[C@@H]1[C@H](C[C@@H](CNC(=O)OCC2=CC=C(C=C2)[N+](=O)[O-])O1)O)(C1=CC=CC=C1)C1=CC=CC=C1 (2,5-Anhydro-1,3-dideoxy-6-O-[(1,1-dimethylethyl)diphenylsilyl]-1-[[[(4-nitrophenyl)methoxy]carbonyl]amino]-D-arabino-hexitol). Isolated yield 75.6%. As a reaction SMILES: [NH2:1][CH2:2][C@H:3]1[O:8][C@H:7]([CH2:9][O:10][Si:11]([C:24]([CH3:27])([CH3:26])[CH3:25])([C:18]2[CH:23]=[CH:22][CH:21]=[CH:20][CH:19]=2)[C:12]2[CH:17]=[CH:16][CH:15]=[CH:14][CH:13]=2)[C@@H:5]([OH:6])[CH2:4]1.C(=O)([O-])[O-].[K+].[K+].Cl[C:35]([O:37][CH2:38][C:39]1[CH:44]=[CH:43][C:42]([N+:45]([O-:47])=[O:46])=[CH:41][CH:40]=1)=[O:36]>O1CCCC1.O>[CH3:25][C:24]([Si:11]([C:18]1[CH:19]=[CH:20][CH:21]=[CH:22][CH:23]=1)([C:12]1[CH:17]=[CH:16][CH:15]=[CH:14][CH:13]=1)[O:10][CH2:9][C@H:7]1[O:8][C@H:3]([CH2:2][NH:1][C:35]([O:37][CH2:38][C:39]2[CH:40]=[CH:41][C:42]([N+:45]([O-:47])=[O:46])=[CH:43][CH:44]=2)=[O:36])[CH2:4][C@@H:5]1[OH:6])([CH3:27])[CH3:26] |f:1.2.3|. Procedure: A slurry of 3.15 g of product from Example 283 and 1.35 g of potassium carbonate in 15 ml of tetrahydrofuran at 0° C., under argon, is treated with 2.11 g of p-nitrobenzyl chloroformate and the reaction is stirred vigorously at 0° C. for 4 hours. The reaction mixture is diluted with 100 ml of water, extracted with 3×100 ml of ethyl acetate, dried, concentrated in vacuo and purified by chromatography (Silica Gel: 5-50% ethyl acetate/hexane) to give 3.49 g of the desired product. Starting materials: C1N2CN3CN1CN(C2)C3 (hexamethylenetetramine), BrCC1=CC=C(C=C1)SC(F)F (α-bromo-p-difluoromethylthiotoluene), BrC(C1=CC=C(C=C1)SC(F)F)Br (α,α-dibromo-p-difluoromethylthiotoluene), BrCC1=CC=C(C=C1)SC(F)F (α-Bromo-p-difluoromethylthiotoluene), C(C)O (ethanol). Solvent: O (water), O (water). Conditions: time 16 hour. The product is FC(C1=CC=C(C=S)C=C1)F (p-Difluoromethylthiobenzaldehyde). Isolated yield 80.0%. As a reaction SMILES: [CH2:1]1N2CN3CN(C2)CN1C3.BrC[C:13]1[CH:18]=[CH:17][C:16]([S:19]C(F)F)=CC=1.BrC(Br)C1C=CC(S[CH:32]([F:34])[F:33])=CC=1.[CH2:36](O)[CH3:37]>O>[F:33][CH:32]([F:34])[C:37]1[CH:36]=[CH:1][C:17]([CH:16]=[S:19])=[CH:18][CH:13]=1. Reported procedure: To a solution of hexamethylenetetramine (31.2 g; 0.22 mole) in ethanol (90 ml) and water (60 ml) under a nitrogen atmosphere a mixture of α-bromo-p-difluoromethylthiotoluene and α,α-dibromo-p-difluoromethylthiotoluene (31.3 g; 27:73 mixture of Example 8) is added. The reaction mixture is heated at reflux for 2 hours then stirred at room temperature for 16 hours. It is then diluted with water (500 ml) and extracted 3X with ether. The ether layer is washed with water, saturated salt solution and d...